The task is: describe an organic reaction: reactants, conditions, products, and yield. This data is from the Open Reaction Database (ORD), a public repository of structured organic reaction records. The reactants are N1N=CC2=CC(=CC=C12)N1C(CNCC12CCCCC2)=O (1-(1H-indazol-5-yl)-1,4-diaza-spiro[5.5]undecan-2-one), [H-].[H-].[H-].[H-].[Li+].[Al+3] (LiAlH4), solution. Solvent: C1CCOC1 (THF), C1CCOC1 (THF). Conditions: temperature 80 celsius. Yields the product N1N=CC2=CC(=CC=C12)N1CCNCC12CCCCC2 (1-(1H-indazol-5-yl)-1,4-diaza-spiro[5.5]undecane). Isolated yield 72.8%. RXN SMILES: [NH:1]1[C:9]2[C:4](=[CH:5][C:6]([N:10]3[C:15]4([CH2:20][CH2:19][CH2:18][CH2:17][CH2:16]4)[CH2:14][NH:13][CH2:12][C:11]3=O)=[CH:7][CH:8]=2)[CH:3]=[N:2]1.[H-].[H-].[H-].[H-].[Li+].[Al+3]>C1COCC1>[NH:1]1[C:9]2[C:4](=[CH:5][C:6]([N:10]3[C:15]4([CH2:20][CH2:19][CH2:18][CH2:17][CH2:16]4)[CH2:14][NH:13][CH2:12][CH2:11]3)=[CH:7][CH:8]=2)[CH:3]=[N:2]1 |f:1.2.3.4.5.6|. Reported procedure: To a stirred solution of 1-(1H-indazol-5-yl)-1,4-diaza-spiro[5.5]undecan-2-one (0.250 g, 0.880 mmol) in THF (30 mL) at ambient temperature and under nitrogen was added LiAlH4 (2.64 mL of a 1.0 M solution in THF, 2.64 mmol) dropwise over 1 minute, then the reaction mixture was warmed to 80° C. After 3 hours the reaction mixture was cooled to room temperature and quenched by the addition of sodium sulfate decahydrate (1 g). The reaction mixture was diluted with DCM and filtered. The filter cake wa... Reactants: FC1=CC=C(C=C1)C(O)(C1CCNCC1)C1=CC=C(C=C1)F (α,α-bis(4-fluorophenyl)-4-piperidine-methanol), ClCCC(=O)N(C1=CC=CC=C1)C (3-chloro-N-methyl-N-phenylpropanamide), C([O-])([O-])=O.[Na+].[Na+] (sodium carbonate), O (water). Reagents/catalysts: [I-].[K+] (potassium iodide). Run in CN(C=O)C (N,N-dimethylformamide). Yields the product FC1=CC=C(C=C1)C(C1CCN(CC1)CCC(=O)N(C1=CC=CC=C1)C)(O)C1=CC=C(C=C1)F (4-[Bis(4-fluorophenyl)hydroxymethyl]-N-methyl-N-phenyl-1-piperidinepropanamide). Isolated yield 71.8%. As a reaction SMILES: [F:1][C:2]1[CH:7]=[CH:6][C:5]([C:8]([C:16]2[CH:21]=[CH:20][C:19]([F:22])=[CH:18][CH:17]=2)([CH:10]2[CH2:15][CH2:14][NH:13][CH2:12][CH2:11]2)[OH:9])=[CH:4][CH:3]=1.Cl[CH2:24][CH2:25][C:26]([N:28]([CH3:35])[C:29]1[CH:34]=[CH:33][CH:32]=[CH:31][CH:30]=1)=[O:27].C(=O)([O-])[O-].[Na+].[Na+].O>CN(C)C=O.[I-].[K+]>[F:1][C:2]1[CH:7]=[CH:6][C:5]([C:8]([C:16]2[CH:17]=[CH:18][C:19]([F:22])=[CH:20][CH:21]=2)([OH:9])[CH:10]2[CH2:11][CH2:12][N:13]([CH2:24][CH2:25][C:26]([N:28]([CH3:35])[C:29]3[CH:34]=[CH:33][CH:32]=[CH:31][CH:30]=3)=[O:27])[CH2:14][CH2:15]2)=[CH:4][CH:3]=1 |f:2.3.4,7.8|. Procedure: A mixture of 10.0 g (0.033 mole) of α,α-bis(4-fluorophenyl)-4-piperidine-methanol, 6.5 g (0.033 mole) of 3-chloro-N-methyl-N-phenylpropanamide, 14.0 g (0.132 mole) of anhydrous sodium carbonate and 0.3 g (0.002 mole) of potassium iodide in 100 ml of N,N-dimethylformamide was heated on a steam bath for 16 h. The mixture was poured into 2 L of water and extracted three times with 500 mL portions of ethyl acetate. The ethyl acetate fractions were combined, washed with water and brine, dried (MgSO4)... Reactants: O (water), IC1=NC(=NC(=C1)CCC)C#N (4-iodo-6-propyl-pyrimidine-2-carbonitrile), C([O-])([O-])=O.[K+].[K+] (potassium carbonate), COC=1C=C(C=CC1OC)B(O)O (3,4-dimethoxyphenyl boronic acid). The reagents and catalysts are [Pd].C1(=CC=CC=C1)P(C1=CC=CC=C1)C1=CC=CC=C1.C1(=CC=CC=C1)P(C1=CC=CC=C1)C1=CC=CC=C1.C1(=CC=CC=C1)P(C1=CC=CC=C1)C1=CC=CC=C1.C1(=CC=CC=C1)P(C1=CC=CC=C1)C1=CC=CC=C1 (tetrakis-(triphenylphosphine) palladium). Run in C1(=CC=CC=C1)C (toluene), C1(=CC=CC=C1)C (toluene). Conditions: temperature 105 celsius. The product is COC=1C=C(C=CC1OC)C1=NC(=NC(=C1)CCC)C#N (4-(3,4-dimethoxy-phenyl)-6-propyl-pyrimidine-2-carbonitrile). Isolated yield 54.9%. As a reaction SMILES: I[C:2]1[CH:7]=[C:6]([CH2:8][CH2:9][CH3:10])[N:5]=[C:4]([C:11]#[N:12])[N:3]=1.C(=O)([O-])[O-].[K+].[K+].[CH3:19][O:20][C:21]1[CH:22]=[C:23](B(O)O)[CH:24]=[CH:25][C:26]=1[O:27][CH3:28].O>C1(C)C=CC=CC=1.[Pd].C1(P(C2C=CC=CC=2)C2C=CC=CC=2)C=CC=CC=1.C1(P(C2C=CC=CC=2)C2C=CC=CC=2)C=CC=CC=1.C1(P(C2C=CC=CC=2)C2C=CC=CC=2)C=CC=CC=1.C1(P(C2C=CC=CC=2)C2C=CC=CC=2)C=CC=CC=1>[CH3:19][O:20][C:21]1[CH:22]=[C:23]([C:2]2[CH:7]=[C:6]([CH2:8][CH2:9][CH3:10])[N:5]=[C:4]([C:11]#[N:12])[N:3]=2)[CH:24]=[CH:25][C:26]=1[O:27][CH3:28] |f:1.2.3,7.8.9.10.11|. Procedure details: Under nitrogen atmosphere, a solution (c=0.18 M) of 4-iodo-6-propyl-pyrimidine-2-carbonitrile (1 mL, 0.18 mmol) in degassed toluene, an aqueous solution (c=2 M) of potassium carbonate (0.225 mL, 0.45 mmol) and tetrakis-(triphenylphosphine) palladium (10 mg, 0.09 mmol) were successively added to a solution (c=0.216 M) of 3,4-dimethoxyphenyl boronic acid (1 ml, 0.216 mmol) in degassed toluene. The mixture was heated at 105° C. for 4 h, then was allowed to cool to room temperature and mixed with wa... The reactants are NCC1CCC(CC1)C#N (4-(aminomethyl)cyclohexanecarbonitrile), [F-].[K+] (KF), ClC=1C=CC=2N(N1)C(=CN2)C2=CC(=CC=C2)Cl (6-chloro-3-(3-chlorophenyl)imidazo[1,2-b]pyridazine), 8-88. Run in CS(=O)C (DMSO). Product: ClC=1C=C(C=CC1)C1=CN=C2N1N=C(C=C2)NC[C@@H]2CC[C@H](CC2)C#N (trans-4-(((3-(3-chlorophenyl)imidazo[1,2-b]pyridazin-6-yl)amino)methyl)cyclohexanecarbonitrile). As a reaction SMILES: Cl[C:2]1[CH:3]=[CH:4][C:5]2[N:6]([C:8]([C:11]3[CH:16]=[CH:15][CH:14]=[C:13]([Cl:17])[CH:12]=3)=[CH:9][N:10]=2)[N:7]=1.[NH2:18][CH2:19][CH:20]1[CH2:25][CH2:24][CH:23]([C:26]#[N:27])[CH2:22][CH2:21]1.[F-].[K+]>CS(C)=O>[Cl:17][C:13]1[CH:12]=[C:11]([C:8]2[N:6]3[N:7]=[C:2]([NH:27][CH2:26][C@H:23]4[CH2:24][CH2:25][C@H:20]([C:19]#[N:18])[CH2:21][CH2:22]4)[CH:3]=[CH:4][C:5]3=[N:10][CH:9]=2)[CH:16]=[CH:15][CH:14]=1 |f:2.3|. Procedure: A mixture of 6-chloro-3-(3-chlorophenyl)imidazo[1,2-b]pyridazine (50 mg, 0.189 mmol), -4-(aminomethyl)cyclohexanecarbonitrile (111 mg, 0.25 mmol) and KF (47 mg, 0.82 mmol) in DMSO (0.5 mL) was heated at 130° C. overnight. LCMS showed the reaction was almost complete. The mixture was purified by prep. HPLC to give EX. 8-88 (26 mg, 38%) as an off-white solid. Reactants: CNC(=S)N1CC2=CC=CC=C2C2(C1)OC1=C(C2)C=CC=C1 (2'-(N-methylthiocarbamyl)spiro[benzofuran-2(3H),4'(2'H)-isoquinoline]), IC (iodomethane). The solvent is C(C)O (ethanol), CO (methanol). Product: I.CNC(=SC)N1CC2=CC=CC=C2C2(C1)OC1=C(C2)C=CC=C1 (2'-(N,S-Dimethylthiocarbamyl)spiro[benzofuran-2(3H),4'(2'H)-isoquinoline] hydroiodide). The yield is 93.8%. Reaction SMILES: [CH3:1][NH:2][C:3]([N:5]1[CH2:14][C:13]2([CH2:18][C:17]3[CH:19]=[CH:20][CH:21]=[CH:22][C:16]=3[O:15]2)[C:12]2[C:7](=[CH:8][CH:9]=[CH:10][CH:11]=2)[CH2:6]1)=[S:4].[I:23][CH3:24]>C(O)C.CO>[IH:23].[CH3:1][NH:2][C:3]([N:5]1[CH2:14][C:13]2([CH2:18][C:17]3[CH:19]=[CH:20][CH:21]=[CH:22][C:16]=3[O:15]2)[C:12]2[C:7](=[CH:8][CH:9]=[CH:10][CH:11]=2)[CH2:6]1)=[SH:4][CH3:24] |f:4.5|. Reported procedure: A solution of 2'-(N-methylthiocarbamyl)spiro[benzofuran-2(3H),4'(2'H)-isoquinoline] (5.9 g) and iodomethane (4.1 g) in ethanol (45 ml) and methanol (100 ml) is heated under reflux overnight. Removal of the solvents yields a solid (8.1 g). The solid (1.0 g) is twice recrystallized from ethyl acetate/methanol to yield 0.6 g (60%) of product as crystals, mp 181°-182°. Starting materials: C(C1=CC=CC=C1)OC=1C=CC2=C(SC(=C2CC2=CC(=C(C=C2)CN2CCCC2)C)C2=CC=C(C=C2)OCC2N(C(NC2)=O)C(=O)OCC2=CC=CC=C2)C1 (6-benzyloxy-3-[3-methyl-4-[(1-pyrrolidinyl)methyl]benzyl]-2-[4-(3-benzyloxycarbonyl-2-oxo-imidazolidin-4-ylmethoxy)phenyl]benzo[b]thiophene), oxalate salt, CO (MeOH), [NH4+].[OH-] (NH4OH). The solvent is C(Cl)(Cl)Cl (CHCl3). Product: C(C(=O)O)(=O)O.OC=1C=CC2=C(SC(=C2CC2=CC(=C(C=C2)CN2CCCC2)C)C2=CC=C(C=C2)OCC2NC(NC2)=O)C1 (6-Hydroxy-3-[3-methyl-4-[(1-pyrrolidinyl)-methyl]benzyl]-2-[4-(2-oxoimidazolidin-4-ylmethoxy)phenyl]-benzo[b]thiophene Oxalate). Isolated yield 42.0%. RXN SMILES: C([O:8][C:9]1[CH:10]=[CH:11][C:12]2[C:16]([CH2:17][C:18]3[CH:23]=[CH:22][C:21]([CH2:24][N:25]4[CH2:29][CH2:28][CH2:27][CH2:26]4)=[C:20]([CH3:30])[CH:19]=3)=[C:15]([C:31]3[CH:36]=[CH:35][C:34]([O:37][CH2:38][CH:39]4[CH2:43][NH:42][C:41](=[O:44])[N:40]4[C:45]([O:47]CC4C=CC=CC=4)=[O:46])=[CH:33][CH:32]=3)[S:14][C:13]=2[CH:55]=1)C1C=CC=CC=1.[CH3:56][OH:57].[NH4+].[OH-:59]>C(Cl)(Cl)Cl>[C:45]([OH:47])(=[O:46])[C:56]([OH:59])=[O:57].[OH:8][C:9]1[CH:10]=[CH:11][C:12]2[C:16]([CH2:17][C:18]3[CH:23]=[CH:22][C:21]([CH2:24][N:25]4[CH2:29][CH2:28][CH2:27][CH2:26]4)=[C:20]([CH3:30])[CH:19]=3)=[C:15]([C:31]3[CH:36]=[CH:35][C:34]([O:37][CH2:38][CH:39]4[CH2:43][NH:42][C:41](=[O:44])[NH:40]4)=[CH:33][CH:32]=3)[S:14][C:13]=2[CH:55]=1 |f:2.3,5.6|. Reported procedure: By essentially following the conditions detailed in Example 8, Part F, the free base of the title compound was prepared as a solid from 6-benzyloxy-3-[3-methyl-4-[(1-pyrrolidinyl)methyl]benzyl]-2-[4-(3-benzyloxycarbonyl-2-oxo-imidazolidin-4-ylmethoxy)phenyl]benzo[b]thiophene (Part A) in 42% yield following radial chromatography (SiO2; 1% then 3% then 5% MeOH in CHCl3 sat'd with NH4OH). The product was converted to the oxalate salt according to the conditions described in Example 1; Part G.